Task: describe an organic reaction: reactants, conditions, products, and yield. Dataset: the Open Reaction Database (ORD), a public repository of structured organic reaction records Starting materials: Cl.C[C@H]1C[C@H]([C@@H](CC1)C(C)C)OCCN(C)CCCl (N-[2-((1R,3R,4S)-1-methyl-4-isopropylcyclohex-3-yloxy)ethyl]-N-(2-chloro ethyl)-N-methylamine hydrochloride), C(C)(C)O (isopropanol), C(C)(C)N (isopropylamine), C([O-])([O-])=O.[K+].[K+] (potassium carbonate). The solvent is O (water), O (water). Yields the product C[C@H]1C[C@H]([C@@H](CC1)C(C)C)OCCN(C)CCNC(C)C (N-[2-((1R,3R,4S)-1-methyl-4-isopropylcyclo hex-3-yloxy)ethyl]-N-[2-(isopropylamino)ethyl]-N-methylamine). Isolated yield 100.0%. As a reaction SMILES: Cl.[CH3:2][C@@H:3]1[CH2:8][CH2:7][C@@H:6]([CH:9]([CH3:11])[CH3:10])[C@H:5]([O:12][CH2:13][CH2:14][N:15]([CH2:17][CH2:18]Cl)[CH3:16])[CH2:4]1.C(O)(C)C.[CH:24]([NH2:27])([CH3:26])[CH3:25].C(=O)([O-])[O-].[K+].[K+]>O>[CH3:2][C@@H:3]1[CH2:8][CH2:7][C@@H:6]([CH:9]([CH3:11])[CH3:10])[C@H:5]([O:12][CH2:13][CH2:14][N:15]([CH2:17][CH2:18][NH:27][CH:24]([CH3:26])[CH3:25])[CH3:16])[CH2:4]1 |f:0.1,4.5.6|. Reported procedure: 5 g of N-[2-((1R,3R,4S)-1-methyl-4-isopropylcyclohex-3-yloxy)ethyl]-N-(2-chloro ethyl)-N-methylamine hydrochloride were added to a mixture of 50 ml isopropanol and 50 ml water. 1.9 g of isopropylamine and 7.7 g of potassium carbonate were then added, and the reaction mixture was heated under reflux for 5 hours. The reaction mixture was worked up by diluting it with 100 ml of water and extracting the solution with ethyl acetate. The organic phase was worked up as described in Example 1 C). 4.78 g... Starting materials: C(CCC)[Li] (n-Butyllithium), BrC1=CC(=C(C=C1)OC)Cl (4-bromo-2-chloroanisole), Cl (hydrochloric acid), B(OC)(OC)OC (trimethyl borate). Solvent: C1(=CC=CC=C1)C (toluene), O1CCCC1 (tetrahydrofuran), C(C)(=O)OCC (ethyl acetate). Run at time 30 minute. The product is ClC1=C(C=C(C=C1)B(O)O)OC ((4-Chloro-3-methoxyphenyl)boronic acid). As a reaction SMILES: C([Li])CCC.Br[C:7]1[CH:12]=[CH:11][C:10]([O:13][CH3:14])=[C:9]([Cl:15])[CH:8]=1.[B:16](OC)([O:19]C)[O:17]C.Cl>C1(C)C=CC=CC=1.O1CCCC1.C(OCC)(=O)C>[Cl:15][C:9]1[CH:8]=[CH:7][C:12]([B:16]([OH:19])[OH:17])=[CH:11][C:10]=1[O:13][CH3:14]. Procedure details: n-Butyllithium (2.76 M, 2.5 mL) was added dropwise to a solution of commercially available 4-bromo-2-chloroanisole (1.0 g) in toluene (8 mL) and tetrahydrofuran (3 mL) at −78° C., and the mixture was stirred as such for 30 minutes. Thereafter, trimethyl borate (1.0 mL) was added and the mixture was stirred at room temperature for 15 minutes. Dilute hydrochloric acid and ethyl acetate were added, followed by extraction with ethyl acetate. The organic layer was dried over anhydrous magnesium sulfa... Reactants: C(C1=CC=CC=C1)OC1=C(C(=O)NC2=C(C(=O)OC)C=CC(=C2)C2=CC=CC=C2)C=C(C=C1)C1CCN(CC1)C (methyl 2-(2-(benzyloxy)-5-(1-methylpiperidin-4-yl)benzamido)-4-phenylbenzoate). Reagents/catalysts: [C].[Pd] (palladium-carbon). Run in CO (methanol). Conditions: time 10 minute. Yields the product OC1=C(C(=O)NC2=C(C(=O)OC)C=CC(=C2)C2=CC=CC=C2)C=C(C=C1)C1CCN(CC1)C (methyl 2-(2-hydroxy-5-(1-methylpiperidin-4-yl)benzamido)-4-phenylbenzoate). The yield is 81.1%. Reaction SMILES: C([O:8][C:9]1[CH:33]=[CH:32][C:31]([CH:34]2[CH2:39][CH2:38][N:37]([CH3:40])[CH2:36][CH2:35]2)=[CH:30][C:10]=1[C:11]([NH:13][C:14]1[CH:23]=[C:22]([C:24]2[CH:29]=[CH:28][CH:27]=[CH:26][CH:25]=2)[CH:21]=[CH:20][C:15]=1[C:16]([O:18][CH3:19])=[O:17])=[O:12])C1C=CC=CC=1>[C].[Pd].CO>[OH:8][C:9]1[CH:33]=[CH:32][C:31]([CH:34]2[CH2:35][CH2:36][N:37]([CH3:40])[CH2:38][CH2:39]2)=[CH:30][C:10]=1[C:11]([NH:13][C:14]1[CH:23]=[C:22]([C:24]2[CH:29]=[CH:28][CH:27]=[CH:26][CH:25]=2)[CH:21]=[CH:20][C:15]=1[C:16]([O:18][CH3:19])=[O:17])=[O:12] |f:1.2|. Procedure details: To a methanol (3.0 mL) solution of the obtained methyl 2-(2-(benzyloxy)-5-(1-methylpiperidin-4-yl)benzamido)-4-phenylbenzoate (0.086 g), 10% palladium-carbon (43 mg) was added, followed by stirring under a hydrogen atmosphere at room temperature for 2 hours and 10 minutes. The insoluble substance was removed by filtration, and the solvent was evaporated under reduced pressure. Ethyl acetate was added to the obtained residue, and the solid substance was collected by filtration to obtain 0.058 g o... The reactants are NCC(CN(CC)CC)O (1-amino-3-diethylamino-2-propanol), C(Cl)Cl (CH2Cl2), N[C@]12CC[C@@H]([C@@]1(C)CC[C@@H]1[C@]3(CC[C@@H](C[C@H]3CC[C@@H]21)O)C)C(=O)OC ((3β,5β,14β,17β)-14-Amino-3-hydroxyandrostane-17-carboxylic Acid, Methyl Ester), C(=O)(N1C=NC=C1)N1C=NC=C1 (1,1'-carbonyldiimidazole). Reaction conditions: time 2 day. Product: Cl (HCl), Cl.Cl.N[C@]12CC[C@@H]([C@@]1(C)CC[C@@H]1[C@]3(CC[C@@H](C[C@H]3CC[C@@H]21)OC(=O)NCC(CN(CC)CC)O)C)C(=O)OC ((3β,5β,14β,17β)-14-Amino-3-[[[(3-diethylamino-2-hydroxypropyl)amino]carbonyl]oxy]androstane-17-carboxylic Acid, Methyl Ester Dihydrochloride). As a reaction SMILES: [NH2:1][C@@:2]12[C@H:19]3[C@@H:10]([C@:11]4([CH3:21])[C@H:16]([CH2:17][CH2:18]3)[CH2:15][C@@H:14]([OH:20])[CH2:13][CH2:12]4)[CH2:9][CH2:8][C@:6]1([CH3:7])[C@@H:5]([C:22]([O:24][CH3:25])=[O:23])[CH2:4][CH2:3]2.[C:26](N1C=CN=C1)(N1C=CN=C1)=[O:27].[NH2:38][CH2:39][CH:40]([OH:47])[CH2:41][N:42]([CH2:45][CH3:46])[CH2:43][CH3:44].C(Cl)[Cl:49]>>[ClH:49].[ClH:49].[ClH:49].[NH2:1][C@@:2]12[C@H:19]3[C@@H:10]([C@:11]4([CH3:21])[C@H:16]([CH2:17][CH2:18]3)[CH2:15][C@@H:14]([O:20][C:26]([NH:38][CH2:39][CH:40]([OH:47])[CH2:41][N:42]([CH2:45][CH3:46])[CH2:43][CH3:44])=[O:27])[CH2:13][CH2:12]4)[CH2:9][CH2:8][C@:6]1([CH3:7])[C@@H:5]([C:22]([O:24][CH3:25])=[O:23])[CH2:4][CH2:3]2 |f:5.6.7|. Reported procedure: To a solution of 1.4 g (0.004 mole) of (3β,5β,14β,17β)-14-Amino-3-hydroxyandrostane-17-carboxylic Acid, Methyl Ester, prepared according to the procedure described in U.S. Pat. No. 4,885,280, incorporated by reference herein, in 40 ml of CH2Cl2 under N2 at room temperature under stirring is added 0.72 g (0.0044 mole) of 1,1'-carbonyldiimidazole. After 2 days, 2.92 g (0.02 mole) of 1-amino-3-diethylamino-2-propanol is added. The solution turned somewhat cloudy. After 3 days of stirring under N2 a... Reactants: [Cl-], [Mg+]Cc1cccc(Cl)c1, COC(=O)c1cc2c([nH]1)CCC2=O. Yields the product COC(=O)c1cc2c([nH]1)CCC2Cc1cccc(Cl)c1. RXN SMILES: [Cl-:14].[Cl:15][c:16]1[cH:17][c:18]([CH2:19][Mg+:20])[cH:21][cH:22][cH:23]1.[O:1]=[C:2]1[CH2:3][CH2:4][c:5]2[nH:6][c:7]([C:10](=[O:11])[O:12][CH3:13])[cH:8][c:9]21>>[CH:2]1([CH2:19][c:18]2[cH:17][c:16]([Cl:15])[cH:23][cH:22][cH:21]2)[CH2:3][CH2:4][c:5]2[nH:6][c:7]([C:10](=[O:11])[O:12][CH3:13])[cH:8][c:9]21.